From a dataset of the Open Reaction Database (ORD), a public repository of structured organic reaction records. describe an organic reaction: reactants, conditions, products, and yield Starting materials: NC(=O)c1cc(OCCN(Cc2ccccc2)CC(O)COc2ccc(OCCO)cc2)ccc1O, CO, [H][H]. Yields the product NC(=O)c1cc(OCCNCC(O)COc2ccc(OCCO)cc2)ccc1O. RXN SMILES: [C:1]([NH2:2])(=[O:3])[c:4]1[cH:5][c:6]([O:7][CH2:8][CH2:9][N:10]([CH2:11][CH:12]([CH2:13][O:14][c:15]2[cH:16][cH:17][c:18]([O:21][CH2:22][CH2:23][OH:24])[cH:19][cH:20]2)[OH:25])[CH2:26][c:27]2[cH:28][cH:29][cH:30][cH:31][cH:32]2)[cH:33][cH:34][c:35]1[OH:36].[CH3:39][OH:40].[H:37][H:38]>>[C:1]([NH2:2])(=[O:3])[c:4]1[cH:5][c:6]([O:7][CH2:8][CH2:9][NH:10][CH2:11][CH:12]([CH2:13][O:14][c:15]2[cH:16][cH:17][c:18]([O:21][CH2:22][CH2:23][OH:24])[cH:19][cH:20]2)[OH:25])[cH:33][cH:34][c:35]1[OH:36]. Reactants: O.[OH-].[Li+] (Lithium hydroxide monohydrate), COCC1=C(C=CC(=C1)C(=O)OC)C1=C(C=CC=C1)C(F)(F)F (methyl 2-(methoxymethyl)-2′-(trifluoromethyl)biphenyl-4-carboxylate). Solvent: C1CCOC1 (THF), CO (MeOH), O (water). Reaction conditions: time 12 hour. Product: COCC1=C(C=CC(=C1)C(=O)O)C1=C(C=CC=C1)C(F)(F)F (2-(methoxymethyl)-2′-(trifluoromethyl)biphenyl-4-carboxylic acid). The yield is 73.2%. As a reaction SMILES: O.[OH-].[Li+].[CH3:4][O:5][CH2:6][C:7]1[CH:12]=[C:11]([C:13]([O:15]C)=[O:14])[CH:10]=[CH:9][C:8]=1[C:17]1[CH:22]=[CH:21][CH:20]=[CH:19][C:18]=1[C:23]([F:26])([F:25])[F:24]>C1COCC1.CO.O>[CH3:4][O:5][CH2:6][C:7]1[CH:12]=[C:11]([C:13]([OH:15])=[O:14])[CH:10]=[CH:9][C:8]=1[C:17]1[CH:22]=[CH:21][CH:20]=[CH:19][C:18]=1[C:23]([F:24])([F:25])[F:26] |f:0.1.2|. Procedure: Lithium hydroxide monohydrate (2.29 g, 54.7 mmol) was added into a solution of methyl 2-(methoxymethyl)-2′-(trifluoromethyl)biphenyl-4-carboxylate (8.0 g, 27.3 mmol) in THF (100 mL), MeOH (30 mL) and water (30 mL). The resulting mixture was stirred at RT for 12 hours, and then the reaction mixture was concentrated under vacuum. The remaining aqueous layer was acidified with a concentrated aqueous solution of HCl and extracted with EtOAc. Then the organic layer was washed with water and brine, an... Starting materials: CCO (EtOH), [OH-].[Na+] (NaOH), C(C)OC(=O)C1(CC1)C1=CC=C(C=C1)C1=CC=C(C=C1)C1=C(C(=NO1)C)C(O)C=1C=C(C=CC1)C1=CC=CC=C1 (1-{4′-[4-(biphenyl-3-yl-hydroxy-methyl)-3-methyl-isoxazol-5-yl]-biphenyl-4-yl}-cyclopropanecarboxylic acid ethyl ester). Run in C1CCOC1 (THF). Run at temperature 60 celsius, time 8 hour. The product is C1(=CC(=CC=C1)C(C=1C(=NOC1C1=CC=C(C=C1)C1=CC=C(C=C1)C1(CC1)C(=O)O)C)O)C1=CC=CC=C1 (1-{4′-[4-(Biphenyl-3-yl-hydroxy-methyl)-3-methyl-isoxazol-5-yl]-biphenyl-4-yl}-cyclopropanecarboxylic acid). RXN SMILES: C([O:3][C:4]([C:6]1([C:9]2[CH:14]=[CH:13][C:12]([C:15]3[CH:20]=[CH:19][C:18]([C:21]4[O:25][N:24]=[C:23]([CH3:26])[C:22]=4[CH:27]([C:29]4[CH:30]=[C:31]([C:35]5[CH:40]=[CH:39][CH:38]=[CH:37][CH:36]=5)[CH:32]=[CH:33][CH:34]=4)[OH:28])=[CH:17][CH:16]=3)=[CH:11][CH:10]=2)[CH2:8][CH2:7]1)=[O:5])C.CCO.[OH-].[Na+]>C1COCC1>[C:31]1([C:35]2[CH:36]=[CH:37][CH:38]=[CH:39][CH:40]=2)[CH:32]=[CH:33][CH:34]=[C:29]([CH:27]([OH:28])[C:22]2[C:23]([CH3:26])=[N:24][O:25][C:21]=2[C:18]2[CH:17]=[CH:16][C:15]([C:12]3[CH:13]=[CH:14][C:9]([C:6]4([C:4]([OH:5])=[O:3])[CH2:8][CH2:7]4)=[CH:10][CH:11]=3)=[CH:20][CH:19]=2)[CH:30]=1 |f:2.3|. Procedure details: 1-{4′-[4-(biphenyl-3-yl-hydroxy-methyl)-3-methyl-isoxazol-5-yl]-biphenyl-4-yl}-cyclopropanecarboxylic acid ethyl ester (1 equivalent) was dissolved in THF then EtOH and NaOH (3N aq., 3 equivalents) was added and the reaction stirred at 60° C. overnight. The reaction was worked up and purified via preparatory HPLC (0.1% TFA/H2O/ACN). Reactants: OCCCO, CCN(C(C)C)C(C)C, CCOCCCl, C1CCOC1. Yields the product CCOCOCCCO. As a reaction SMILES: [CH2:7]([CH2:8][CH2:9][OH:10])[OH:11].[CH:12]([N:13]([CH2:14][CH3:15])[CH:16]([CH3:17])[CH3:18])([CH3:19])[CH3:20].[Cl:1][CH2:2][CH2:3][O:4][CH2:5][CH3:6].[O:21]1[CH2:22][CH2:23][CH2:24][CH2:25]1>>[CH2:3]([O:4][CH2:5][CH3:6])[O:10][CH2:9][CH2:8][CH2:7][OH:11]. Reactants: CC1=C2C=CNC2=CC=C1 (4-methyl-1H-indole), [Cl-].FC1=CC=C(C=[N+](C)C)C=C1 ((4-fluoro-benzylidene)-dimethylammonium chloride), FC1=CC=C(C=O)C=C1 (4-fluoro-benzaldehyde), CNC (dimethylamine). Product: FC1=CC=C(C=C1)C(C1=CNC2=CC=CC(=C12)C)N(C)C ([(4-Fluoro-phenyl)-(4-methyl-1H-indol-3-yl)-methyl]-dimethyl-amine). RXN SMILES: [CH3:1][C:2]1[CH:10]=[CH:9][CH:8]=[C:7]2[C:3]=1[CH:4]=[CH:5][NH:6]2.[Cl-].[F:12][C:13]1[CH:22]=[CH:21][C:16]([CH:17]=[N+:18]([CH3:20])[CH3:19])=[CH:15][CH:14]=1.FC1C=CC(C=O)=CC=1.CNC>>[F:12][C:13]1[CH:14]=[CH:15][C:16]([CH:17]([N:18]([CH3:20])[CH3:19])[C:4]2[C:3]3[C:7](=[CH:8][CH:9]=[CH:10][C:2]=3[CH3:1])[NH:6][CH:5]=2)=[CH:21][CH:22]=1 |f:1.2|. Reported procedure: The preparation was carried out in accordance with general synthesis instructions 4 from 4-methyl-1H-indole and (4-fluoro-benzylidene)-dimethylammonium chloride, which had been prepared in accordance with example 44 from 4-fluoro-benzaldehyde and dimethylamine. The reactants are NC=1C=C(C(=O)O)C=C(C1OC1=CC=C(C=C1)OCC1=CC=CC=C1)S(N)(=O)=O (3-amino-4-(4-benzyloxyphenoxy)-5-sulphamyl-benzoic acid), C(C1=CC=CC=C1)Br (benzyl bromide), C(C)O (ethanol). Product: C(C1=CC=CC=C1)NC=1C=C(C(=O)OCC)C=C(C1OC1=CC=C(C=C1)OCC1=CC=CC=C1)S(N)(=O)=O (ethyl 3-benzylamino-4-(4-benzyloxyphenoxy)-5-sulphamyl-benzoate). Reaction SMILES: [NH2:1][C:2]1[CH:3]=[C:4]([CH:8]=[C:9]([S:26](=[O:29])(=[O:28])[NH2:27])[C:10]=1[O:11][C:12]1[CH:17]=[CH:16][C:15]([O:18][CH2:19][C:20]2[CH:25]=[CH:24][CH:23]=[CH:22][CH:21]=2)=[CH:14][CH:13]=1)[C:5]([OH:7])=[O:6].[CH2:30](Br)[C:31]1[CH:36]=[CH:35][CH:34]=[CH:33][CH:32]=1.[CH2:38](O)[CH3:39]>>[CH2:30]([NH:1][C:2]1[CH:3]=[C:4]([CH:8]=[C:9]([S:26](=[O:29])(=[O:28])[NH2:27])[C:10]=1[O:11][C:12]1[CH:13]=[CH:14][C:15]([O:18][CH2:19][C:20]2[CH:25]=[CH:24][CH:23]=[CH:22][CH:21]=2)=[CH:16][CH:17]=1)[C:5]([O:7][CH2:38][CH3:39])=[O:6])[C:31]1[CH:36]=[CH:35][CH:34]=[CH:33][CH:32]=1. Procedure details: A mixture of 3-amino-4-(4-benzyloxyphenoxy)-5-sulphamyl-benzoic acid (4 g), benzyl bromide (4.1 g), and ethanol (60 ml) was refluxed for 4 hours. After cooling, the precipitated ethyl 3-benzylamino-4-(4-benzyloxyphenoxy)-5-sulphamyl-benzoate was isolated by filtration and recrystallized from ethanol. The compound was obtained with a melting point of 166°C. The reactants are COC1=CC2=C(NC(N(CC2)C2CCN(CC2)C2=NC=CC(=C2)C(=O)O)=O)C=C1 (4-(7-methoxy-2-oxo-1,2,4,5-tetrahydro-benzo[d][1,3]diazepin-3-yl)-3,4,5,6-tetrahydro-2H-[1,2′]bipyridinyl-4′-carboxylic acid), CN(C)C(=[N+](C)C)ON1C2=C(C=CC=C2)N=N1.[B-](F)(F)(F)F (TBTU), NC1=C2C=NNC2=CC=C1 (4-amino-indazole), TEA. Run in CN(C)C=O (DMF). Run at time 8 hour. The product is N1N=CC2=C(C=CC=C12)NC(=O)C1=NC=NC(=C1)N1CCC(CC1)N1C(NC2=C(CC1)C=C(C=C2)OC)=O (6-[4-(7-methoxy-2-oxo-1,2,4,5-tetrahydro-benzo[d][1,3]diazepin-3-yl)-piperidin-1-yl]-pyrimidine-4-carboxylic acid(1H-indazol-4-yl)-amide). Reaction SMILES: [CH3:1][O:2][C:3]1[CH:29]=[CH:28][C:6]2[NH:7][C:8](=[O:27])[N:9]([CH:12]3[CH2:17][CH2:16][N:15]([C:18]4[CH:23]=[C:22]([C:24]([OH:26])=O)C=C[N:19]=4)[CH2:14][CH2:13]3)[CH2:10][CH2:11][C:5]=2[CH:4]=1.[NH2:30][C:31]1[CH:39]=[CH:38][CH:37]=[C:36]2[C:32]=1[CH:33]=[N:34][NH:35]2.[CH3:40][N:41](C(ON1N=NC2C=CC=CC1=2)=[N+](C)C)C.[B-](F)(F)(F)F>CN(C=O)C>[NH:35]1[C:36]2[C:32](=[C:31]([NH:30][C:24]([C:22]3[CH:23]=[C:18]([N:15]4[CH2:16][CH2:17][CH:12]([N:9]5[CH2:10][CH2:11][C:5]6[CH:4]=[C:3]([O:2][CH3:1])[CH:29]=[CH:28][C:6]=6[NH:7][C:8]5=[O:27])[CH2:13][CH2:14]4)[N:19]=[CH:40][N:41]=3)=[O:26])[CH:39]=[CH:38][CH:37]=2)[CH:33]=[N:34]1 |f:2.3|. Procedure: 100 mg (0.25 mmol) 4-(7-methoxy-2-oxo-1,2,4,5-tetrahydro-benzo[d][1,3]diazepin-3-yl)-3,4,5,6-tetrahydro-2H-[1,2′]bipyridinyl-4′-carboxylic acid and 34 mg (0.25 mmol) 4-amino-indazole in 74 mμL (0.53 mmol) TEA and 1.5 mL DMF were combined with 89 mg (0.28 mmol) TBTU and the mixture was stirred overnight at RT. Then the reaction mixture was purified by preparative HPLC-MS. The product-containing fractions were combined and freeze-dried. The reactants are C(CCC)[Sn](C1=CC=C(C(=O)O[Sn](CCCC)(CCCC)CCCC)C=C1)(CCCC)CCCC (tri-n-butylstannyl 4-(tri-n-butylstannyl)benzoate), C1(CCCCC1)N=C=NC1CCCCC1 (dicyclohexylcarbodiimide), ON1C(CCC1=O)=O (N-hydroxysuccinimide). Reagents/catalysts: CC(=O)O (HOAc). Solvent: C1CCOC1 (THF). Conditions: time 15 hour. Product: CCCC[Sn](CCCC)(CCCC)C1=CC=C(C=C1)C(=O)ON2C(=O)CCC2=O (N-succinimidyl 4-(tri-n-butylstannyl)benzoate). The yield is 78.2%. As a reaction SMILES: [CH2:1]([Sn:5]([CH2:32][CH2:33][CH2:34][CH3:35])([CH2:28][CH2:29][CH2:30][CH3:31])[C:6]1[CH:27]=[CH:26][C:9]([C:10]([O:12][Sn](CCCC)(CCCC)CCCC)=[O:11])=[CH:8][CH:7]=1)[CH2:2][CH2:3][CH3:4].C1(N=C=NC2CCCCC2)CCCCC1.O[N:52]1[C:56](=[O:57])[CH2:55][CH2:54][C:53]1=[O:58]>C1COCC1.CC(O)=O>[CH3:35][CH2:34][CH2:33][CH2:32][Sn:5]([C:6]1[CH:27]=[CH:26][C:9]([C:10]([O:12][N:52]2[C:56](=[O:57])[CH2:55][CH2:54][C:53]2=[O:58])=[O:11])=[CH:8][CH:7]=1)([CH2:28][CH2:29][CH2:30][CH3:31])[CH2:1][CH2:2][CH2:3][CH3:4]. Reported procedure: To a solution of 1.29 g (1.84 mmol) of tri-n-butylstannyl 4-(tri-n-butylstannyl)benzoate in 18.4 mL of anhydrous THF was added 417 mg (2.02 mmol) of dicyclohexylcarbodiimide (Sigma) and 212 mg (1.84 mmol) of N-hydroxysuccinimide (Sigma, and the mixture was stirred for 15 hours at room temperature. To the mixture was then added three drops of HOAc. The solids were removed by filtration, and the mixture was concentrated. Purification by silica gel chromatography (25% EtOAc/hexane) yielded 731 mg (... Reactants: NCCCOC=1C=C(C=CC1)CN(C)C (3-(3-Aminopropoxy)-N,N-dimethylbenzenemethanamine), CSC(C[N+](=O)[O-])SC (1,1-bis-(methylthio)-2-nitroethane), O.O.C(C(=O)O)(=O)O (Oxalic acid dihydrate). Run in O1CCCC1 (tetrahydrofuran). The product is CN(CC1=CC(=CC=C1)OCCCNC(=C[N+](=O)[O-])SC)C (N,N-dimethyl-3-[3-[(1-methylthio-2-nitroethenyl)amino]propoxy]benzenemethanamine). Yield: 64.0%. As a reaction SMILES: [NH2:1][CH2:2][CH2:3][CH2:4][O:5][C:6]1[CH:7]=[C:8]([CH2:12][N:13]([CH3:15])[CH3:14])[CH:9]=[CH:10][CH:11]=1.[CH3:16][S:17][CH:18](SC)[CH2:19][N+:20]([O-:22])=[O:21].O.O.C(O)(=O)C(O)=O>O1CCCC1>[CH3:15][N:13]([CH3:14])[CH2:12][C:8]1[CH:9]=[CH:10][CH:11]=[C:6]([O:5][CH2:4][CH2:3][CH2:2][NH:1][C:18]([S:17][CH3:16])=[CH:19][N+:20]([O-:22])=[O:21])[CH:7]=1 |f:2.3.4|. Reported procedure: 3-(3-Aminopropoxy)-N,N-dimethylbenzenemethanamine (10 g) and 1,1-bis-(methylthio)-2-nitroethane (16 g) were heated under reflux in tetrahydrofuran for 19 hours. Oxalic acid dihydrate (1.3 g) was added and the resulting precipitate was discarded. The solvent was removed to leave the title compound as a crystalline solid (10 g) m.p. 59°-63°. The reactants are C[Si](C)(C)CCOCn1ccc2c(-c3cnn(C4(CC#N)CC(OCc5ccccc5)C4)c3)ncnc21, NCCN, O=C(O)C(F)(F)F. Product: N#CCC1(n2cc(-c3ncnc4[nH]ccc34)cn2)CC(OCc2ccccc2)C1. Reaction SMILES: [CH2:1]([c:2]1[cH:3][cH:4][cH:5][cH:6][cH:7]1)[O:8][CH:9]1[CH2:10][C:11]([n:13]2[n:14][cH:15][c:16](-[c:18]3[c:19]4[c:20]([n:21][cH:22][n:23]3)[n:24]([CH2:27][O:28][CH2:29][CH2:30][Si:31]([CH3:32])([CH3:33])[CH3:34])[cH:25][cH:26]4)[cH:17]2)([CH2:35][C:36]#[N:37])[CH2:12]1.[NH2:45][CH2:46][CH2:47][NH2:48].[OH:38][C:39]([C:40]([F:41])([F:42])[F:43])=[O:44]>>[CH2:1]([c:2]1[cH:3][cH:4][cH:5][cH:6][cH:7]1)[O:8][CH:9]1[CH2:10][C:11]([n:13]2[n:14][cH:15][c:16](-[c:18]3[c:19]4[c:20]([n:21][cH:22][n:23]3)[nH:24][cH:25][cH:26]4)[cH:17]2)([CH2:35][C:36]#[N:37])[CH2:12]1.